Dataset: the Open Reaction Database (ORD), a public repository of structured organic reaction records. Task: describe an organic reaction: reactants, conditions, products, and yield Reactants: CN(S(=O)(=O)C1=CC=C(CC2=CC=C(C=C2)N)C=C1)C (4-(4-dimethylaminosulfonylbenzyl)-phenylamine), S(=O)(=O)(O)O.ClC=1NCCN1 (2-chloroimidazoline sulfate), C([O-])([O-])=O.[K+].[K+] (potassium carbonate). Run in CC(C)O (2-propanol). Product: CN(S(=O)(=O)C1=CC=C(CC2=CC=C(C=C2)NC=2NCCN2)C=C1)C (2-[4-(4-dimethylaminosulfonylbenzyl)-phenyl]amino-imidazoline). The yield is 164.4%. Reaction SMILES: [CH3:1][N:2]([CH3:20])[S:3]([C:6]1[CH:19]=[CH:18][C:9]([CH2:10][C:11]2[CH:16]=[CH:15][C:14]([NH2:17])=[CH:13][CH:12]=2)=[CH:8][CH:7]=1)(=[O:5])=[O:4].S(O)(O)(=O)=O.Cl[C:27]1[NH:28][CH2:29][CH2:30][N:31]=1.C(=O)([O-])[O-].[K+].[K+]>CC(O)C>[CH3:20][N:2]([CH3:1])[S:3]([C:6]1[CH:19]=[CH:18][C:9]([CH2:10][C:11]2[CH:16]=[CH:15][C:14]([NH:17][C:27]3[NH:31][CH2:30][CH2:29][N:28]=3)=[CH:13][CH:12]=2)=[CH:8][CH:7]=1)(=[O:4])=[O:5] |f:1.2,3.4.5|. Procedure details: A mixture of 4-(4-dimethylaminosulfonylbenzyl)-phenylamine (288 mg) and 2-chloroimidazoline sulfate (110 mg) in 2-propanol was heated under reflux for 16 hours. A dilute solution of potassium carbonate was poured into the mixture and extracted with dichloromethane (4×15 mL). Solvents were evaported to give 2-[4-(4-dimethylaminosulfonylbenzyl)-phenyl]amino-imidazoline as a solid (320 mg). Starting materials: ClCCl, C[N+](C)(C)Cc1ccccc1, CI, [Cl-], O=C(O)CCCC=C(c1ccc(CCNS(=O)(=O)c2ccc(Cl)cc2)cc1)c1cccnc1, [Na+], [OH-]. Yields the product CN(CCc1ccc(C(=CCCCC(=O)O)c2cccnc2)cc1)S(=O)(=O)c1ccc(Cl)cc1. Reaction SMILES: [CH2:34]([Cl:35])[Cl:36].[CH2:42]([N+:43]([CH3:44])([CH3:45])[CH3:46])[c:47]1[cH:48][cH:49][cH:50][cH:51][cH:52]1.[CH3:37][I:38].[Cl-:41].[Cl:1][c:2]1[cH:3][cH:4][c:5]([S:8](=[O:9])(=[O:10])[NH:11][CH2:12][CH2:13][c:14]2[cH:15][cH:16][c:17]([C:20](=[CH:21][CH2:22][CH2:23][CH2:24][C:25](=[O:26])[OH:27])[c:28]3[cH:29][n:30][cH:31][cH:32][cH:33]3)[cH:18][cH:19]2)[cH:6][cH:7]1.[Na+:40].[OH-:39]>>[Cl:1][c:2]1[cH:3][cH:4][c:5]([S:8](=[O:9])(=[O:10])[N:11]([CH2:12][CH2:13][c:14]2[cH:15][cH:16][c:17]([C:20](=[CH:21][CH2:22][CH2:23][CH2:24][C:25](=[O:26])[OH:27])[c:28]3[cH:29][n:30][cH:31][cH:32][cH:33]3)[cH:18][cH:19]2)[CH3:34])[cH:6][cH:7]1. Reactants: [N+](=O)([O-])C1=CC=C(C=C1)OC1=CC=CC=2COCC21 (4-[(4-nitrophenyl)oxy]-1,3-dihydro-2-benzofuran), [N+](=O)([O-])C1=CC=C(C=C1)OC1=CC=CC=2COCC21 (4-[(4-nitrophenyl)oxy]-1,3-dihydro-2-benzofuran), O.NN (hydrazine hydrate). Reagents/catalysts: [Pd] (Pd/C). Solvent: C(C)O (ethanol). Product: C1OCC2=C1C=CC=C2OC2=CC=C(N)C=C2 (4-(1,3-dihydro-2-benzofuran-4-yloxy)aniline). Yield: 74.0%. RXN SMILES: [N+:1]([C:4]1[CH:9]=[CH:8][C:7]([O:10][C:11]2[C:19]3[CH2:18][O:17][CH2:16][C:15]=3[CH:14]=[CH:13][CH:12]=2)=[CH:6][CH:5]=1)([O-])=O.O.NN>C(O)C.[Pd]>[CH2:16]1[C:15]2[CH:14]=[CH:13][CH:12]=[C:11]([O:10][C:7]3[CH:8]=[CH:9][C:4]([NH2:1])=[CH:5][CH:6]=3)[C:19]=2[CH2:18][O:17]1 |f:1.2|. Procedure details: A solution of 4-[(4-nitrophenyl)oxy]-1,3-dihydro-2-benzofuran (Intermediate 4, 208 mg), hydrazine hydrate (0.051 ml, 1.618 mmol) and Pd/C (172 mg, 0.162 mmol) in ethanol (6 ml) was stirred under argon at 90° C. After 1.5 hour the mixture was cooled to room temperature and then filtered over celite. The celite was washed with methanol. The organic phase was concentrated to afford title compound (136 mg). Reactants: crude material, ClC(=O)OCC (Ethyl chloroformate), C1=C(C=CC=2OC3=C(C21)CCCCC3)N (7,8,9,10-tetrahydro-6H-benzo[b]-cyclohepta[d]furan-2-ylamine), N1=CC=CC=C1 (pyridine). Solvent: C(C)(=O)OCC (ethyl acetate), C(C)#N (acetonitrile). Reaction conditions: time 8 hour. Product: C1=C(C=CC=2OC3=C(C21)CCCCC3)NC(OCC)=O (ethyl 7,8,9,10-tetrahydro-6H-benzo[b]cyclohepta[d]furan-2-ylcarbamate). Isolated yield 97.6%. Reaction SMILES: Cl[C:2]([O:4][CH2:5][CH3:6])=[O:3].[CH:7]1[C:15]2[C:14]3[CH2:16][CH2:17][CH2:18][CH2:19][CH2:20][C:13]=3[O:12][C:11]=2[CH:10]=[CH:9][C:8]=1[NH2:21].N1C=CC=CC=1>C(#N)C.C(OCC)(=O)C>[CH:7]1[C:15]2[C:14]3[CH2:16][CH2:17][CH2:18][CH2:19][CH2:20][C:13]=3[O:12][C:11]=2[CH:10]=[CH:9][C:8]=1[NH:21][C:2](=[O:3])[O:4][CH2:5][CH3:6]. Reported procedure: Ethyl chloroformate (0.16 mL, 1.6 mmol) was added to a solution of 7,8,9,10-tetrahydro-6H-benzo[b]-cyclohepta[d]furan-2-ylamine (0.30 g, 1.5 mmol) and pyridine (0.36 mL, 4.5 mmol) in acetonitrile (20 mL). The reaction mixture was stirred overnight at room temperature. The crude material was diluted in ethyl acetate and washed with water, dried (MgSO4) and concentrated. The solid was washed with hexane to provide ethyl 7,8,9,10-tetrahydro-6H-benzo[b]cyclohepta[d]furan-2-ylcarbamate (0.40 g). MS (... Starting materials: C1(=CC=CC=C1)OC (anisole), C(C=1C(C(=O)Cl)=CC=CC1)(=O)Cl (phthalic acid dichloride). Product: COC1=CC=2C(C3=CC=CC=C3C(C2C=C1)=O)=O (2-methoxy-9,10-anthraquinone). The yield is 79.8%. As a reaction SMILES: [C:1]1([O:7][CH3:8])[CH:6]=[CH:5][CH:4]=[CH:3][CH:2]=1.[C:9](Cl)(=[O:19])[C:10]1[C:11](=[CH:15][CH:16]=[CH:17][CH:18]=1)[C:12](Cl)=[O:13]>>[CH3:8][O:7][C:1]1[CH:6]=[CH:5][C:4]2[C:12](=[O:13])[C:11]3[C:10](=[CH:18][CH:17]=[CH:16][CH:15]=3)[C:9](=[O:19])[C:3]=2[CH:2]=1. Procedure details: The method was similar to that in Example 1, using 10.8 g (0.1 mols) of anisole and 20.2 g (0.1 mols) of phthalic acid dichloride. The product was 19.0 g (60% yield) of 2-methoxy-9,10-anthraquinone (13), m.p. 195°-197° C. The reactants are O=C([O-])[O-], CP(C)(=O)CCl, CN(C)C=O, Fc1c(F)c(F)c(OC2CCNCC2)c(F)c1F, [K+], [K+], O. Yields the product CP(C)(=O)CN1CCC(Oc2c(F)c(F)c(F)c(F)c2F)CC1. Reaction SMILES: [C:1](=[O:2])([O-:3])[O-:4].[CH3:25][P:26](=[O:27])([CH3:28])[CH2:29][Cl:30].[CH3:32][N:33]([CH3:34])[CH:35]=[O:36].[F:7][c:8]1[c:9]([O:10][CH:11]2[CH2:12][CH2:13][NH:14][CH2:15][CH2:16]2)[c:17]([F:24])[c:18]([F:23])[c:19]([F:22])[c:20]1[F:21].[K+:5].[K+:6].[OH2:31]>>[F:7][c:8]1[c:9]([O:10][CH:11]2[CH2:12][CH2:13][N:14]([CH2:29][P:26]([CH3:25])(=[O:27])[CH3:28])[CH2:15][CH2:16]2)[c:17]([F:24])[c:18]([F:23])[c:19]([F:22])[c:20]1[F:21].